From a dataset of the Open Reaction Database (ORD), a public repository of structured organic reaction records. describe an organic reaction: reactants, conditions, products, and yield The reactants are Fc1cc(-c2nc(NCC3CCOCC3)ccc2Br)c(Cl)cn1, CS(C)=O, NC1CCC(N)CC1. Yields the product NC1CCC(Nc2cc(-c3nc(NCC4CCOCC4)ccc3Br)c(Cl)cn2)CC1. As a reaction SMILES: [Br:1][c:2]1[c:3](-[c:16]2[cH:17][c:18]([F:23])[n:19][cH:20][c:21]2[Cl:22])[n:4][c:5]([NH:8][CH2:9][CH:10]2[CH2:11][CH2:12][O:13][CH2:14][CH2:15]2)[cH:6][cH:7]1.[CH3:32][S:33]([CH3:34])=[O:35].[NH2:24][CH:25]1[CH2:26][CH2:27][CH:28]([NH2:31])[CH2:29][CH2:30]1>>[Br:1][c:2]1[c:3](-[c:16]2[cH:17][c:18]([NH:31][CH:28]3[CH2:27][CH2:26][CH:25]([NH2:24])[CH2:30][CH2:29]3)[n:19][cH:20][c:21]2[Cl:22])[n:4][c:5]([NH:8][CH2:9][CH:10]2[CH2:11][CH2:12][O:13][CH2:14][CH2:15]2)[cH:6][cH:7]1. RXN SMILES: [C:1]([C:3]1[CH:8]=[CH:7][C:6]([N:9]([C:16]2[C:25]3[CH2:24][CH2:23][CH2:22][CH2:21][C:20]=3[CH:19]=[CH:18][CH:17]=2)[C:10](=[O:15])[C:11]([F:14])([F:13])[F:12])=[CH:5][CH:4]=1)#[N:2].BrN1C(=O)CCC1=O.CC(N=NC(C#N)(C)C)(C#N)C>C(Cl)(Cl)(Cl)Cl.CN(C=O)C>[C:1]([C:3]1[CH:8]=[CH:7][C:6]([N:9]([C:16]2[C:25]3[CH2:24][CH2:23][CH:22]=[CH:21][C:20]=3[CH:19]=[CH:18][CH:17]=2)[C:10](=[O:15])[C:11]([F:14])([F:13])[F:12])=[CH:5][CH:4]=1)#[N:2]. Reported procedure: A solution of N-(4-cyanophenyl)-N-(5,6,7,8-tetrahydro-1-naphthyl)-2,2,2-trifluoro acetamide (10.7 g, 31.1 mmol), N-bromosuccinimide (6.6 g, 37 mmol), and AIBN (200 mg, 1.2 mmol) in CCl4 (300 ml) was stirred at reflux under nitrogen for 1 hour. After cooling the solution was filtered, concentrated in vacuo to a volume of ˜25 ml, and applied to a column of silica gel. Elution with ethyl acetate:hexane (1:10) gave a mixture of benzylic bromides (10.7 g). A solution of the bromides and Li2CO3 (5.0 g... The reactants are bromides, Li2CO3, benzylic bromides, C(#N)C1=CC=C(C=C1)N(C(C(F)(F)F)=O)C1=CC=CC=2CCCCC12 (N-(4-cyanophenyl)-N-(5,6,7,8-tetrahydro-1-naphthyl)-2,2,2-trifluoro acetamide), BrN1C(CCC1=O)=O (N-bromosuccinimide), CC(C)(C#N)N=NC(C)(C)C#N (AIBN). The product is C(#N)C1=CC=C(C=C1)N(C(C(F)(F)F)=O)C1=CC=CC=2C=CCCC12 (N-(4-cyanophenyl)-N-(7,8-dihydro-1-naphthyl)-2,2,2-trifluoroacetamide). Run in CN(C)C=O (DMF), C(Cl)(Cl)(Cl)Cl (CCl4). Starting materials: C(C)(CC)C1=CC=C(C=C1)N1C(=NC2=CC=CC=C2C1=O)C1=CC(=C(C=C1)\C=C\N(C)C)[N+](=O)[O-] ((E)-3-(4-sec-butylphenyl)-2-(4-(2-(dimethylamino)vinyl)-3-nitrophenyl)quinazolin-4(3H)-one). Yields the product C(C)(CC)C1=CC=C(C=C1)N1C(=NC2=CC=CC=C2C1=O)C1=CC=C2C=CNC2=C1 (3-(4-sec-butylphenyl)-2-(1H-indol-6-yl)quinazolin-4(3H)-one). Solvent: CCO.CN(C)C=O (EtOH DMF). Reported procedure: A solution of (E)-3-(4-sec-butylphenyl)-2-(4-(2-(dimethylamino)vinyl)-3-nitrophenyl)quinazolin-4(3H)-one (0.565 g, 1.20 mmol) in a 3:1 mixture of EtOH/DMF (25 mL) was flushed with N2. Pd/C (0.060 g, 10 wt %) was added and flushed with H2 for 2.5 hours. After filtering through diatomaceous earth, the filtrate was concentrated. Purification was effected by flash chromatography on silica gel, eluting with 5% to 75% EtOAc in heptane, Further purification was effected by reverse-phase chromatography,... Yield: 8.5%. RXN SMILES: [CH:1]([C:5]1[CH:10]=[CH:9][C:8]([N:11]2[C:20](=[O:21])[C:19]3[C:14](=[CH:15][CH:16]=[CH:17][CH:18]=3)[N:13]=[C:12]2[C:22]2[CH:27]=[CH:26][C:25](/[CH:28]=[CH:29]/[N:30](C)C)=[C:24]([N+]([O-])=O)[CH:23]=2)=[CH:7][CH:6]=1)([CH2:3][CH3:4])[CH3:2]>CCO.CN(C=O)C>[CH:1]([C:5]1[CH:10]=[CH:9][C:8]([N:11]2[C:20](=[O:21])[C:19]3[C:14](=[CH:15][CH:16]=[CH:17][CH:18]=3)[N:13]=[C:12]2[C:22]2[CH:27]=[C:26]3[C:25]([CH:28]=[CH:29][NH:30]3)=[CH:24][CH:23]=2)=[CH:7][CH:6]=1)([CH2:3][CH3:4])[CH3:2] |f:1.2|. Reactants: c1ccc(CN(Cc2ccccc2)C2CCC(N3CCN(c4ccccc4)CC3)CC2)cc1, CCO, CO, Cl. The product is NC1CCC(N2CCN(c3ccccc3)CC2)CC1. RXN SMILES: [CH2:1]([N:8]([CH2:2][c:3]1[cH:4][cH:5][cH:6][cH:7][cH:27]1)[CH:9]1[CH2:10][CH2:11][CH:12]([N:15]2[CH2:16][CH2:17][N:18]([c:21]3[cH:22][cH:23][cH:24][cH:25][cH:26]3)[CH2:19][CH2:20]2)[CH2:13][CH2:14]1)[c:28]1[cH:29][cH:30][cH:31][cH:32][cH:33]1.[CH3:34][CH2:35][OH:36].[CH3:38][OH:39].[ClH:37]>>[NH2:8][CH:9]1[CH2:10][CH2:11][CH:12]([N:15]2[CH2:16][CH2:17][N:18]([c:21]3[cH:22][cH:23][cH:24][cH:25][cH:26]3)[CH2:19][CH2:20]2)[CH2:13][CH2:14]1. The reactants are O=C(O)CBr, C[O-], CO, CCOC(C)=O, Cl, [Na+], c1ccc2[nH]ncc2c1. Product: O=C(O)Cn1ncc2ccccc21. Reaction SMILES: [Br:13][CH2:14][C:15](=[O:16])[OH:17].[CH3:10][O-:11].[CH3:19][OH:20].[CH3:21][CH2:22][O:23][C:24](=[O:25])[CH3:26].[ClH:18].[Na+:12].[nH:1]1[n:2][cH:3][c:4]2[cH:5][cH:6][cH:7][cH:8][c:9]12>>[n:1]1([CH2:14][C:15](=[O:16])[OH:17])[n:2][cH:3][c:4]2[cH:5][cH:6][cH:7][cH:8][c:9]12. Reactants: C(=O)(Cl)Cl (phosgene), C1(\C=C/C(=O)O1)=O (maleic anhydride), C(=O)(Cl)Cl (phosgene), C1(CCCCC1)N (cyclohexylamine), CN(C=O)C (dimethylforamide). The solvent is O (water), C1(=CC=CC=C1)C (toluene). Run at time 2 hour. The product is C1(CCCCC1)N1C(C(CC1=O)Cl)=O (N-Cyclohexylmonochlorosuccinimide). As a reaction SMILES: [C:1]1(=[O:7])O[C:4](=[O:5])[CH:3]=[CH:2]1.[CH:8]1([NH2:14])[CH2:13][CH2:12][CH2:11][CH2:10][CH2:9]1.CN(C)C=O.C(Cl)([Cl:22])=O>C1(C)C=CC=CC=1.O>[CH:8]1([N:14]2[C:4](=[O:5])[CH2:3][CH:2]([Cl:22])[C:1]2=[O:7])[CH2:13][CH2:12][CH2:11][CH2:10][CH2:9]1. Procedure: Using the same apparatus as described in Example 1, 34.7 g (0.354 mole) of maleic anhydride was dissolved in 260 g of toluene and 34.7 g (0.350 mole) of cyclohexylamine was added to the resulting solution over 0.5 hour at 10°-50° C. After stirring the reaction mixture for 0.5 hour at the same temperature, 1.27 g (0.0175 mole) of dimethylforamide was added and 38.1 g (0.385 mole) of phosgene was then blown into the reaction mixture over 4 hours at 35°-40° C. After raising the temperature to 70°-7... Starting materials: O (water), C1(=CC=CC=C1)C=1NC(=C(N1)C1=CC=CC=C1)C1=CC=CC=C1 (2,4,5-triphenylimidazole), CN(C)C=NS(=O)(=O)C=1C(=CC=CC1)C1=CC=C(C=C1)CBr (4′-bromomethylbiphenyl-2-sulfonic acid dimethylaminomethylenamide), C(=O)([O-])[O-].[K+].[K+] (K2CO3). The solvent is CN(C)C=O (DMF). Yields the product CN(C)C=NS(=O)(=O)C=1C(=CC=CC1)C1=CC=C(C=C1)CN1C(=NC(=C1C1=CC=CC=C1)C1=CC=CC=C1)C1=CC=CC=C1 (4′-(2,4,5-Triphenylimidazol-1-yimethyl)biphenyl-2-sulfonic Acid Dimethylaminomethylenamide). The yield is 94.2%. Reaction SMILES: [C:1]1([C:7]2[NH:8][C:9]([C:18]3[CH:23]=[CH:22][CH:21]=[CH:20][CH:19]=3)=[C:10]([C:12]3[CH:17]=[CH:16][CH:15]=[CH:14][CH:13]=3)[N:11]=2)[CH:6]=[CH:5][CH:4]=[CH:3][CH:2]=1.[CH3:24][N:25]([CH:27]=[N:28][S:29]([C:32]1[C:33]([C:38]2[CH:43]=[CH:42][C:41]([CH2:44]Br)=[CH:40][CH:39]=2)=[CH:34][CH:35]=[CH:36][CH:37]=1)(=[O:31])=[O:30])[CH3:26].C([O-])([O-])=O.[K+].[K+].O>CN(C=O)C>[CH3:26][N:25]([CH:27]=[N:28][S:29]([C:32]1[C:33]([C:38]2[CH:39]=[CH:40][C:41]([CH2:44][N:11]3[C:10]([C:12]4[CH:17]=[CH:16][CH:15]=[CH:14][CH:13]=4)=[C:9]([C:18]4[CH:19]=[CH:20][CH:21]=[CH:22][CH:23]=4)[N:8]=[C:7]3[C:1]3[CH:6]=[CH:5][CH:4]=[CH:3][CH:2]=3)=[CH:42][CH:43]=2)=[CH:34][CH:35]=[CH:36][CH:37]=1)(=[O:31])=[O:30])[CH3:24] |f:2.3.4|. Procedure: 1.5 g of 2,4,5-triphenylimidazole, 1.9 g of 4′-bromomethylbiphenyl-2-sulfonic acid dimethylaminomethylenamide (J. Med. Chem. 1995, 38, 2357) and 2.1 g of K2CO3 are stirred at RT for 6 days in 50 ml of DMF. The reaction mixture is poured onto 300 ml of water and extracted with 500 ml of EA. The organic phase is washed 3 times with 250 ml of a saturated aqueous NaCl solution each time and dried over Na2SO4, and the solvent is removed in vacuo. 2.8 g of a viscous oil are obtained. Reactants: ClC1=C(C=C(C(=O)Cl)C=C1)[N+](=O)[O-] (4-chloro-3-nitrobenzoyl chloride), BrC=1C=NC(=NC1)N (5-Bromo-pyrimidin-2-ylamine). The product is BrC=1C=NC(=NC1)NC(C1=CC(=C(C=C1)Cl)[N+](=O)[O-])=O (N-(5-Bromo-pyrimidin-2-yl)-4-chloro-3-nitro-benzamide). RXN SMILES: [Cl:1][C:2]1[CH:10]=[CH:9][C:5]([C:6](Cl)=[O:7])=[CH:4][C:3]=1[N+:11]([O-:13])=[O:12].[Br:14][C:15]1[CH:16]=[N:17][C:18]([NH2:21])=[N:19][CH:20]=1>>[Br:14][C:15]1[CH:16]=[N:17][C:18]([NH:21][C:6](=[O:7])[C:5]2[CH:9]=[CH:10][C:2]([Cl:1])=[C:3]([N+:11]([O-:13])=[O:12])[CH:4]=2)=[N:19][CH:20]=1. Reported procedure: A mixture of 4-chloro-3-nitrobenzoyl chloride was reacted with 5-Bromo-pyrimidin-2-ylamine to produce N-(5-Bromo-pyrimidin-2-yl)-4-chloro-3-nitro-benzamide according to the procedure of Example 10A, which was treated sequentially using the procedures from Examples 22A and 22B to provide the title product. Starting materials: ClC=1C=CC(=C(C1)CC1=C(C=CC(=C1)Cl)O)O (bis-(5-chloro-2-hydroxyphenyl)-methane), ICI (diiodomethane), C([O-])([O-])=O.[K+].[K+] (potassium carbonate), ice water. The solvent is CN(C)C=O (DMF). Run at temperature 105 celsius, time 16 hour. The product is ClC1=CC2=C(OCOC3=C(C2)C=C(C=C3)Cl)C=C1 (2,10-dichloro-12H-dibenzo[d,g][1,3]-dioxocin). Isolated yield 84.1%. As a reaction SMILES: [Cl:1][C:2]1[CH:3]=[CH:4][C:5]([OH:17])=[C:6]([CH2:8][C:9]2[CH:14]=[C:13]([Cl:15])[CH:12]=[CH:11][C:10]=2[OH:16])[CH:7]=1.I[CH2:19]I.C(=O)([O-])[O-].[K+].[K+]>CN(C=O)C>[Cl:1][C:2]1[CH:3]=[CH:4][C:5]2[O:17][CH2:19][O:16][C:10]3[CH:11]=[CH:12][C:13]([Cl:15])=[CH:14][C:9]=3[CH2:8][C:6]=2[CH:7]=1 |f:2.3.4|. Procedure details: To a solution of bis-(5-chloro-2-hydroxyphenyl)-methane (24.4 g, 90.7 mmol) in dry DMF (340 mL) was added diiodomethane (25.5 g, 95.0 mmol) and potassium carbonate (18.2 g, 132 mmol). The mixture was stirred at 105° C. for 16 h. The mixture was added to ice water (1200 mL) and stirred for 30 min. The product was isolated by filtration, and washed with water and suspended in a mixture of ethanol (200 mL) and 4N NaOH (50 mL). The mixture was heated at 80° C. for 1 h. The mixture was added to water...